This data is from the Open Reaction Database (ORD), a public repository of structured organic reaction records. The task is: describe an organic reaction: reactants, conditions, products, and yield Reactants: CC1=CC=C(NC=2SC3=C(C(N2)=O)C=CC=N3)C=C1 (2-(4-methylanilino)-4H-pyrido[3,2-e]-1,3-thiazin-4-one), [H-].[Li+] (lithium hydride), CI (methyl iodide). Yields the product CN1C(SC2=C(C1=O)C=CC=N2)=NC2=CC=C(C=C2)C (2,3-dihydro-3-methyl-2-[(4-methylphenyl)imino]-4H-pyrido[3,2-e]-1,3-thiazin-4-one). The yield is 70.0%. RXN SMILES: [CH3:1][C:2]1[CH:19]=[CH:18][C:5]([NH:6][C:7]2[S:8][C:9]3[N:17]=[CH:16][CH:15]=[CH:14][C:10]=3[C:11](=[O:13])[N:12]=2)=[CH:4][CH:3]=1.[H-].[Li+].[CH3:22]I>>[CH3:22][N:12]1[C:11](=[O:13])[C:10]2[CH:14]=[CH:15][CH:16]=[N:17][C:9]=2[S:8][C:7]1=[N:6][C:5]1[CH:18]=[CH:19][C:2]([CH3:1])=[CH:3][CH:4]=1 |f:1.2|. Reported procedure: The reaction procedure of Example 11 was followed except that 949 mg (3.52 mmol) of 2-(4-methylanilino)-4H-pyrido[3,2-e]-1,3-thiazin-4-one, 28 mg of lithium hydride and 500 mg of methyl iodide were used. The resulting residue was then purified through silica gel column chromatography (eluant: chloroform) to obtain 698 mg of 2,3-dihydro-3-methyl-2-[(4-methylphenyl)imino]-4H-pyrido[3,2-e]-1,3-thiazin-4-one (70%, recrystallized from a mixture of ether and hexane). The reactants are COC(CC(=O)CCl)=O (4-chloro aceto acetic acid methyl ester), COC(OC)OC (orthoformic acid trimethyl ester). Reaction conditions: temperature 150 celsius. Product: COC(\C=C(/CCl)\OC)=O (4-chloro-3-methoxy-2-E-butenoic acid methyl ester). Yield: 75.0%. As a reaction SMILES: [CH3:1][O:2][C:3](=[O:9])[CH2:4][C:5]([CH2:7][Cl:8])=[O:6].[CH3:10]OC(OC)OC>>[CH3:1][O:2][C:3](=[O:9])/[CH:4]=[C:5](/[O:6][CH3:10])\[CH2:7][Cl:8]. Procedure details: 31.0 g (0.2 mol) of 4-chloro aceto acetic acid methyl ester was mixed with 106.0 g (1.0 mol) of orthoformic acid trimethyl ester. 30.0 g of Amberlyst-15 ion exchange resin was added under argon with stirring. The reaction temperature rose to 40° C. with vigorous development of gas. After 5 hours of stirring, no educt could any longer be detected by thin-layer chromatography. The ion exchange resin was filtered off, and the residue was distilled in a water jet vacuum. The distillate was mixed wit... Reactants: IC=1C=C(C=CC1C)NC(C1=CN=C(C=C1)N1CCNCC1)=O (N-(3-iodo-4-methyl-phenyl)-6-piperazin-1-yl-nicotinamide), COC(=O)[C@@H]1CC[C@H](CC1)C(=O)O (trans-1,4-cyclohexane dicarboxylic acid monomethyl ester), COC(=O)C1CCC(CC1)C(=O)N1CCN(CC1)C1=NC=C(C=C1)C(NC1=CC(=CC=C1)C(C)(C)C)=O (4-{4-[5-(3-tert-butyl-phenylcarbamoyl)-pyridin-2-yl]-piperazine-1-carbonyl}-cyclohexane-carboxylic acid methyl ester). Product: COC(=O)C1CCC(CC1)C(=O)N1CCN(CC1)C1=NC=C(C=C1)C(NC1=CC(=C(C=C1)C)I)=O (4-{4-[5-(3-Iodo-4-methyl-phenylcarbamoyl)-pyridin-2-yl]-piperazine-1-carbonyl}-cyclohexanecarboxylic acid methyl ester). Reaction SMILES: [I:1][C:2]1[CH:3]=[C:4]([NH:9][C:10](=[O:23])[C:11]2[CH:16]=[CH:15][C:14]([N:17]3[CH2:22][CH2:21][NH:20][CH2:19][CH2:18]3)=[N:13][CH:12]=2)[CH:5]=[CH:6][C:7]=1[CH3:8].[CH3:24][O:25][C:26]([C@H:28]1[CH2:33][CH2:32][C@H:31]([C:34](O)=[O:35])[CH2:30][CH2:29]1)=[O:27].COC(C1CCC(C(N2CCN(C3C=CC(C(=O)NC4C=CC=C(C(C)(C)C)C=4)=CN=3)CC2)=O)CC1)=O>>[CH3:24][O:25][C:26]([CH:28]1[CH2:33][CH2:32][CH:31]([C:34]([N:20]2[CH2:19][CH2:18][N:17]([C:14]3[CH:15]=[CH:16][C:11]([C:10](=[O:23])[NH:9][C:4]4[CH:5]=[CH:6][C:7]([CH3:8])=[C:2]([I:1])[CH:3]=4)=[CH:12][N:13]=3)[CH2:22][CH2:21]2)=[O:35])[CH2:30][CH2:29]1)=[O:27]. Procedure details: 4-{4-[5-(3-Iodo-4-methyl-phenylcarbamoyl)-pyridin-2-yl]-piperazine-1-carbonyl}-cyclohexanecarboxylic acid methyl ester was prepared from N-(3-iodo-4-methyl-phenyl)-6-piperazin-1-yl-nicotinamide and trans-1,4-cyclohexane dicarboxylic acid monomethyl ester in a manner similar to the one described in the synthesis of 4-{4-[5-(3-tert-butyl-phenylcarbamoyl)-pyridin-2-yl]-piperazine-1-carbonyl}-cyclohexane-carboxylic acid methyl ester above. The product was obtained after a silica gel column purificat... The reactants are O=C(O)c1ccc(C(F)(F)F)cc1C1CC1, NC1CCCCC1N. The product is NC1CCCCC1NC(=O)c1ccc(C(F)(F)F)cc1C1CC1. As a reaction SMILES: [CH:9]1([c:12]2[c:13]([C:14](=[O:15])[OH:16])[cH:17][cH:18][c:19]([C:21]([F:22])([F:23])[F:24])[cH:20]2)[CH2:10][CH2:11]1.[NH2:1][CH:2]1[CH:3]([NH2:8])[CH2:4][CH2:5][CH2:6][CH2:7]1>>[NH2:1][CH:2]1[CH:3]([NH:8][C:14]([c:13]2[c:12]([CH:9]3[CH2:10][CH2:11]3)[cH:20][c:19]([C:21]([F:22])([F:23])[F:24])[cH:18][cH:17]2)=[O:15])[CH2:4][CH2:5][CH2:6][CH2:7]1. Reactants: CCCCOC(=O)NC(=O)[C@H](CC1=CC=CC=C1)NC(=O)[C@H](CC(=O)O)NC(=O)[C@H](CC(C)C)NC(=O)[C@H](CC2=CNC3=CC=CC=C32)N (BOC--Trp--Leu--Asp--Phe--NH2), Cl (hydrochloric acid). Solvent: CCOCC (ether), O1CCOCC1 (dioxane). Reaction conditions: time 3 minute. Yields the product N[C@@H](CC1=CNC2=CC=CC=C12)C(=O)N[C@@H](CC(C)C)C(=O)N[C@@H](CC(O)=O)C(=O)N[C@@H](CC1=CC=CC=C1)C(=O)N (L-Tryptophyl-L-leucyl-L-aspartyl-L-phenylalanine-amide). As a reaction SMILES: CCCCOC([NH:8][C:9]([C@@H:11]([NH:19][C:20]([C@@H:22]([NH:27][C:28]([C@@H:30]([NH:35][C:36]([C@@H:38]([NH2:49])[CH2:39][C:40]1[C:48]2[C:43](=[CH:44][CH:45]=[CH:46][CH:47]=2)[NH:42][CH:41]=1)=[O:37])[CH2:31][CH:32]([CH3:34])[CH3:33])=[O:29])[CH2:23][C:24]([OH:26])=[O:25])=[O:21])[CH2:12][C:13]1[CH:18]=[CH:17][CH:16]=[CH:15][CH:14]=1)=[O:10])=O.Cl>O1CCOCC1.CCOCC>[NH2:49][C@H:38]([C:36]([NH:35][C@H:30]([C:28]([NH:27][C@H:22]([C:20]([NH:19][C@H:11]([C:9]([NH2:8])=[O:10])[CH2:12][C:13]1[CH:14]=[CH:15][CH:16]=[CH:17][CH:18]=1)=[O:21])[CH2:23][C:24](=[O:25])[OH:26])=[O:29])[CH2:31][CH:32]([CH3:34])[CH3:33])=[O:37])[CH2:39][C:40]1[C:48]2[C:43](=[CH:44][CH:45]=[CH:46][CH:47]=2)[NH:42][CH:41]=1. Reported procedure: 7.1 g (10.5 mmoles) of BOC--Trp--Leu--Asp--Phe--NH2, prepared as described in Example 5, Step 2, are poured into 60 ml of hydrochloric acid in dioxane. The reaction mixture is initially turbid, but it gets clear within 3 minutes. After 10 minutes the solution is diluted with dry ether, the separated oily substance is solidified and filtered off. The resulting 6.96 g of hydrochloride are dissolved in 150 ml of warm water. Te pH of the solution is adjusted to 7 with solid sodium bicarbonate under ... The reactants are CC(C)(O)CNC(=O)Nc1ccc(C(=O)N2CCN(Cc3ccc(C(O[Si](C)(C)C(C)(C)C)(C(F)(F)F)C(F)(F)F)cc3)CC2)cc1Cl, [F-], [K+], C1CCOC1. Product: CC(C)(O)CNC(=O)Nc1ccc(C(=O)N2CCN(Cc3ccc(C(O)(C(F)(F)F)C(F)(F)F)cc3)CC2)cc1Cl. Reaction SMILES: [C:1]([Si:2]([CH3:3])([CH3:4])[O:6][C:7]([C:8]([F:9])([F:10])[F:11])([C:12]([F:13])([F:14])[F:15])[c:16]1[cH:17][cH:18][c:19]([CH2:20][N:21]2[CH2:22][CH2:23][N:24]([C:27](=[O:28])[c:29]3[cH:30][c:31]([Cl:44])[c:32]([NH:35][C:36](=[O:37])[NH:38][CH2:39][C:40]([CH3:41])([CH3:42])[OH:43])[cH:33][cH:34]3)[CH2:25][CH2:26]2)[cH:45][cH:46]1)([CH3:5])([CH3:47])[CH3:48].[F-:49].[K+:50].[O:51]1[CH2:52][CH2:53][CH2:54][CH2:55]1>>[OH:6][C:7]([C:8]([F:9])([F:10])[F:11])([C:12]([F:13])([F:14])[F:15])[c:16]1[cH:17][cH:18][c:19]([CH2:20][N:21]2[CH2:22][CH2:23][N:24]([C:27](=[O:28])[c:29]3[cH:30][c:31]([Cl:44])[c:32]([NH:35][C:36](=[O:37])[NH:38][CH2:39][C:40]([CH3:41])([CH3:42])[OH:43])[cH:33][cH:34]3)[CH2:25][CH2:26]2)[cH:45][cH:46]1. The reactants are [H][H] (hydrogen), ClC1=C(C=CC(=C1)/C(=C/C(C)=O)/C)C1=CC=CC=C1 ((E)-4-(2-chloro-4-biphenylyl)-3-pentene-2-one), [BH4-].[Na+] (sodium borohydride), CC(=O)C (acetone). The reagents and catalysts are B#[Ni] (nickel boride), O.O.O.O.C(C)(=O)[O-].[Ni+2].C(C)(=O)[O-] (nickel(II)acetate tetrahydrate). Solvent: C(C)O (ethanol). Run at time 1 hour. Product: ClC1=C(C=CC(=C1)C(CC(C)=O)C)C1=CC=CC=C1 (4-(2-Chloro-4-biphenylyl)-2-pentanone). RXN SMILES: [H][H].[BH4-].[Na+].CC(C)=O.[Cl:9][C:10]1[CH:15]=[C:14](/[C:16](/[CH3:21])=[CH:17]/[C:18](=[O:20])[CH3:19])[CH:13]=[CH:12][C:11]=1[C:22]1[CH:27]=[CH:26][CH:25]=[CH:24][CH:23]=1>C(O)C.O.O.O.O.C([O-])(=O)C.[Ni+2].C([O-])(=O)C.B#[Ni]>[Cl:9][C:10]1[CH:15]=[C:14]([CH:16]([CH3:21])[CH2:17][C:18](=[O:20])[CH3:19])[CH:13]=[CH:12][C:11]=1[C:22]1[CH:23]=[CH:24][CH:25]=[CH:26][CH:27]=1 |f:1.2,6.7.8.9.10.11.12|. Procedure details: 17.3 Gm (0.0695 mol) of nickel(II)acetate tetrahydrate, dissolved in 600 ml of 95% ethanol, were reduced in a hydrogenation apparatus in a hydrogen atmosphere with 70 ml of a 1 M sodium borohydride solution to black, colloidal nickel boride (P-2-catalyst). To remove any unreacted borohydride which may be present, 16 gm (0.276 mol) of acetone were first added, and then the mixture was shaken at room temperature for 1 hour and, after addition of 35.0 gm (0.129 mol) of (E)-4-(2-chloro-4-biphenylyl)... Starting materials: [H-].[Na+] (sodium hydride), COC(CNS(=O)(=O)CCCCl)OC (N-[2,2-bis(methyloxy)ethyl]-3-chloro-1-propanesulfonamide). Run in CN(C=O)C (N,N-dimethylformamide), CN(C=O)C (N,N-dimethylformamide). Reaction conditions: time 1 hour. Yields the product COC(CN1S(CCC1)(=O)=O)OC (2-[2,2-bis(methyloxy)ethyl]isothiazolidine 1,1-dioxide). As a reaction SMILES: [H-].[Na+].[CH3:3][O:4][CH:5]([O:15][CH3:16])[CH2:6][NH:7][S:8]([CH2:11][CH2:12][CH2:13]Cl)(=[O:10])=[O:9]>CN(C)C=O>[CH3:3][O:4][CH:5]([O:15][CH3:16])[CH2:6][N:7]1[CH2:13][CH2:12][CH2:11][S:8]1(=[O:10])=[O:9] |f:0.1|. Procedure details: To a cold (0° C.) suspension of sodium hydride (267 mg, 60% in oil, 6.67 mmol) in N,N-dimethylformamide (30 mL) was added N-[2,2-bis(methyloxy)ethyl]-3-chloro-1-propanesulfonamide (1.49 g, 6.06 mmol) in N,N-dimethylformamide (10 mL) dropwise. The reaction mixture was warmed to room temperature and stirred one hour. The reaction mixture was poured onto ice and extracted with toluene. The organic layer was washed with water and brine, then dried over sodium sulfate. Filtration and concentration pr... The reactants are BrC=1C=C(C=C(C1)F)C1=CC(=NN1C1=CC(=NC=C1)Cl)C(=O)O (5-(3-Bromo-5-fluorophenyl)-1-(2-chloropyridin-4-yl)-1H-pyrazole-3-carboxylic acid), ClC=1C=C(C=C(C1)F)C1=CC(=NN1C=1C=NC=CC1)C(=O)N1CC(NCC1)=O (4-{[5-(3-Chloro-5-fluorophenyl)-1-(pyridin-3-yl)-1H-pyrazol-3-yl]carbonyl}piperazin-2-one), O=C1NCCNC1 (2-oxopiperazine). Product: BrC=1C=C(C=C(C1)F)C1=CC(=NN1C1=CC(=NC=C1)Cl)C(=O)N1CC(NCC1)=O (4-{[5-(3-Bromo-5-fluorophenyl)-1-(2-chloropyridin-4-yl)-1H-pyrazol-3-yl]carbonyl}piperazin-2-one). As a reaction SMILES: [Br:1][C:2]1[CH:3]=[C:4]([C:9]2[N:13]([C:14]3[CH:19]=[CH:18][N:17]=[C:16]([Cl:20])[CH:15]=3)[N:12]=[C:11]([C:21](O)=[O:22])[CH:10]=2)[CH:5]=[C:6]([F:8])[CH:7]=1.ClC1C=C(C2N(C3C=NC=CC=3)N=C(C([N:45]3[CH2:50][CH2:49][NH:48][C:47](=[O:51])[CH2:46]3)=O)C=2)C=C(F)C=1.O=C1CNCCN1>>[Br:1][C:2]1[CH:3]=[C:4]([C:9]2[N:13]([C:14]3[CH:19]=[CH:18][N:17]=[C:16]([Cl:20])[CH:15]=3)[N:12]=[C:11]([C:21]([N:45]3[CH2:50][CH2:49][NH:48][C:47](=[O:51])[CH2:46]3)=[O:22])[CH:10]=2)[CH:5]=[C:6]([F:8])[CH:7]=1. Reported procedure: 50 mg (0.13 mmol) of the compound of Example 33A is reacted analogously to the synthesis of the compound of Example 4 with 14 mg (0.14 mmol) of 2-oxopiperazine. 49 mg (81% of theory) of the title compound is obtained.